This data is from the Open Reaction Database (ORD), a public repository of structured organic reaction records. The task is: describe an organic reaction: reactants, conditions, products, and yield Starting materials: CC1=NN=C2N1C1=C(NCC23CC3)C=CC=C1 (1-methyl-5,6-dihydrospiro[benzo[b][1,2,4]triazolo[4,3-d][1,4]diazepine-4,1′-cyclopropane]), ClC1=CC=C(C=C1)I (1-chloro-4-iodobenzene), C1(CCCCC1)P(C1=C(C=CC=C1)C1=C(C=CC=C1OC)OC)C1CCCCC1 (2-dicyclohexylphosphino-2′,6′-dimethoxybiphenyl), C([O-])([O-])=O.[Cs+].[Cs+] (cesium carbonate). The reagents and catalysts are C=1C=CC(=CC1)/C=C/C(=O)/C=C/C2=CC=CC=C2.C=1C=CC(=CC1)/C=C/C(=O)/C=C/C2=CC=CC=C2.C=1C=CC(=CC1)/C=C/C(=O)/C=C/C2=CC=CC=C2.[Pd].[Pd] (tris(dibenzylideneacetone)dipalladium(0)). Solvent: C1(=CC=CC=C1)C (toluene). Product: ClC1=CC=C(C=C1)N1C2=C(N3C(=NN=C3C)C3(CC3)C1)C=CC=C2 (6-(4-chlorophenyl)-1-methyl-5,6-dihydrospiro[benzo[b][1,2,4]triazolo[4,3-d][1,4]diazepine-4,1′-cyclopropane]). Yield: 4.8%. Reaction SMILES: [CH3:1][C:2]1[N:6]2[C:7]3[CH:17]=[CH:16][CH:15]=[CH:14][C:8]=3[NH:9][CH2:10][C:11]3([CH2:13][CH2:12]3)[C:5]2=[N:4][N:3]=1.[Cl:18][C:19]1[CH:24]=[CH:23][C:22](I)=[CH:21][CH:20]=1.C1(P(C2CCCCC2)C2C=CC=CC=2C2C(OC)=CC=CC=2OC)CCCCC1.C(=O)([O-])[O-].[Cs+].[Cs+]>C1(C)C=CC=CC=1.C1C=CC(/C=C/C(/C=C/C2C=CC=CC=2)=O)=CC=1.C1C=CC(/C=C/C(/C=C/C2C=CC=CC=2)=O)=CC=1.C1C=CC(/C=C/C(/C=C/C2C=CC=CC=2)=O)=CC=1.[Pd].[Pd]>[Cl:18][C:19]1[CH:24]=[CH:23][C:22]([N:9]2[CH2:10][C:11]3([CH2:12][CH2:13]3)[C:5]3=[N:4][N:3]=[C:2]([CH3:1])[N:6]3[C:7]3[CH:17]=[CH:16][CH:15]=[CH:14][C:8]2=3)=[CH:21][CH:20]=1 |f:3.4.5,7.8.9.10.11|. Reported procedure: A solution of 1-methyl-5,6-dihydrospiro[benzo[b][1,2,4]triazolo[4,3-d][1,4]diazepine-4,1′-cyclopropane] (111 mg, 0.49 mmol), 1-chloro-4-iodobenzene (468 mg, 2.0 mmol), tris(dibenzylideneacetone)dipalladium(0) (35 mg, 0.049 mmol), 2-dicyclohexylphosphino-2′,6′-dimethoxybiphenyl (40 mg, 0.098 mmol) and cesium carbonate anhydrous (320 mg, 0.98 mmol) in toluene (10 mL) was heated to 110° C., and maintained at the same temperature for 12 hours. The reaction mixture was concentrated, added with water ... Reactants: C(CCC)[SnH](CCCC)CCCC (tributyltin hydride), C(CCC)[SnH](CCCC)CCCC (tributyltin hydride), CC(C)(C)[Si](OC(C)(C)C#CC([C@@H](C)C1=CC[C@H]2C3=CC=C4C[C@H](CC[C@]4(C)[C@H]3CC[C@]12C)O[Si](C(C(C)C)(C)C)(C)C)OC(NC1=CC=CC=C1)=S)(C)C (phenyl-carbamothioic acid O-[(3β)-25-[[(1,1-dimethylethyl)dimethylsilyl]oxy]-3-[[dimethyl(1,1,2-trimethylpropyl)silyl]oxy]cholesta-5,7,16-trien-23-yn-22-yl] ester). Reagents/catalysts: CC(C)(C#N)N=NC(C)(C)C#N (AIBN), N(=NC(C#N)(C)C)C(C#N)(C)C (2,2'-azobis(2-methylpropionitrile)). Run in CCCCCC (hexane), CCCCCC (hexane). Run at time 1 hour. Yields the product CC(C)(C)[Si](OC(C)(C)C#CC[C@@H](C)C1=CC[C@H]2C3=CC=C4C[C@H](CC[C@]4(C)[C@H]3CC[C@]12C)O[Si](C(C(C)C)(C)C)(C)C)(C)C ([[(3β)-25-[[(1,1-dimethylethyl)dimethylsilyl]oxy]cholesta-5,7,16-trien-23-yn-3-yl]oxy]dimethyl (1,1,2-trimethylpropyl)silane). Isolated yield 133.6%. Reaction SMILES: C([SnH](CCCC)CCCC)CCC.[CH3:14][C:15]([Si:18]([CH3:68])([CH3:67])[O:19][C:20]([C:23]#[C:24][CH:25](OC(=S)NC1C=CC=CC=1)[C@H:26]([C:28]1[C@:45]2([CH3:46])[C@H:31]([C:32]3[C@H:42]([CH2:43][CH2:44]2)[C@:40]2([CH3:41])[C:35]([CH2:36][C@@H:37]([O:47][Si:48]([CH3:56])([CH3:55])[C:49]([CH3:54])([CH3:53])[CH:50]([CH3:52])[CH3:51])[CH2:38][CH2:39]2)=[CH:34][CH:33]=3)[CH2:30][CH:29]=1)[CH3:27])([CH3:22])[CH3:21])([CH3:17])[CH3:16]>CCCCCC.N(C(C)(C)C#N)=NC(C)(C)C#N>[CH3:14][C:15]([Si:18]([CH3:67])([CH3:68])[O:19][C:20]([C:23]#[C:24][CH2:25][C@H:26]([C:28]1[C@:45]2([CH3:46])[C@H:31]([C:32]3[C@H:42]([CH2:43][CH2:44]2)[C@:40]2([CH3:41])[C:35]([CH2:36][C@@H:37]([O:47][Si:48]([CH3:55])([CH3:56])[C:49]([CH3:54])([CH3:53])[CH:50]([CH3:51])[CH3:52])[CH2:38][CH2:39]2)=[CH:34][CH:33]=3)[CH2:30][CH:29]=1)[CH3:27])([CH3:21])[CH3:22])([CH3:17])[CH3:16]. Reported procedure: To a mixture of 70.5 mL (262 mmol) tributyltin hydride and 1.08 g (6.55 mmol) 2,2'-azobis(2-methylpropionitrile) (AIBN) in 50 mL of hexane at 80° C. was added a solution of 117 g (131 mmol) crude phenyl-carbamothioic acid O-[(3β)-25-[[(1,1-dimethylethyl)dimethylsilyl]oxy]-3-[[dimethyl(1,1,2-trimethylpropyl)silyl]oxy]cholesta-5,7,16-trien-23-yn-22-yl] ester in 1.5 L of hexane over 45 min. After refluxing for 1 hr, additional tributyltin hydride (35 mL, 131 mmol) and AIBN (1.07 g, 6.52 mmol) were ... Starting materials: O=S(=O)(OCC(F)(F)c1ccccc1)C(F)(F)F, [N-]=[N+]=[N-], [Na+], CN(C)C=O, O. The product is [N-]=[N+]=NCC(F)(F)c1ccccc1. RXN SMILES: [F:1][C:2]([F:3])([F:4])[S:5]([O:6][CH2:7][C:8]([c:9]1[cH:10][cH:11][cH:12][cH:13][cH:14]1)([F:15])[F:16])(=[O:17])=[O:18].[N-:20]=[N+:21]=[N-:22].[Na+:19].[O:23]=[CH:24][N:25]([CH3:26])[CH3:27].[OH2:28]>>[CH2:7]([C:8]([c:9]1[cH:10][cH:11][cH:12][cH:13][cH:14]1)([F:15])[F:16])[N:20]=[N+:21]=[N-:22]. Reactants: c1ccc(OCC2CO2)cc1, ClCCl, CN(C)C=O, NCCNc1ncnc2nc[nH]c12, O. Yields the product OC(CNCCNc1ncnc2nc[nH]c12)COc1ccccc1. RXN SMILES: [CH2:1]([CH:2]1[CH2:3][O:4]1)[O:5][c:6]1[cH:7][cH:8][cH:9][cH:10][cH:11]1.[CH2:31]([Cl:32])[Cl:33].[CH3:25][N:26]([CH3:27])[CH:28]=[O:29].[NH2:12][CH2:13][CH2:14][NH:15][c:16]1[c:17]2[nH:18][cH:19][n:20][c:21]2[n:22][cH:23][n:24]1.[OH2:30]>>[CH2:1]([CH:2]([CH2:3][NH:12][CH2:13][CH2:14][NH:15][c:16]1[c:17]2[nH:18][cH:19][n:20][c:21]2[n:22][cH:23][n:24]1)[OH:4])[O:5][c:6]1[cH:7][cH:8][cH:9][cH:10][cH:11]1.